From a dataset of the Open Reaction Database (ORD), a public repository of structured organic reaction records. describe an organic reaction: reactants, conditions, products, and yield The reactants are NC(=O)c1cc(Oc2cc(F)c(NC(=O)CC(=O)O)cc2F)ccn1, CCN(C(C)C)C(C)C, CN(C)C=O, CC(N)c1ccccc1. Product: CC(NC(=O)CC(=O)Nc1cc(F)c(Oc2ccnc(C(N)=O)c2)cc1F)c1ccccc1. RXN SMILES: [C:1]([NH2:2])(=[O:3])[c:4]1[n:5][cH:6][cH:7][c:8]([O:10][c:11]2[cH:12][c:13]([F:25])[c:14]([NH:18][C:19]([CH2:20][C:21](=[O:22])[OH:23])=[O:24])[cH:15][c:16]2[F:17])[cH:9]1.[CH:35]([N:36]([CH2:37][CH3:38])[CH:39]([CH3:40])[CH3:41])([CH3:42])[CH3:43].[O:44]=[CH:45][N:46]([CH3:47])[CH3:48].[c:26]1([CH:32]([CH3:33])[NH2:34])[cH:27][cH:28][cH:29][cH:30][cH:31]1>>[C:1]([NH2:2])(=[O:3])[c:4]1[n:5][cH:6][cH:7][c:8]([O:10][c:11]2[cH:12][c:13]([F:25])[c:14]([NH:18][C:19]([CH2:20][C:21](=[O:23])[NH:34][CH:32]([c:26]3[cH:27][cH:28][cH:29][cH:30][cH:31]3)[CH3:33])=[O:24])[cH:15][c:16]2[F:17])[cH:9]1.